From a dataset of the Open Reaction Database (ORD), a public repository of structured organic reaction records. describe an organic reaction: reactants, conditions, products, and yield Product: O(C1=CC=CC=C1)C=1C=C(C=CC1F)CCCC(C)(C)C1=CC=C(C=C1)OCC (1-(3-Phenoxy-4-fluorophenyl)-4-(4-ethoxyphenyl)-4-methylpentane). The reagents and catalysts are [Pd] (Pd-C). RXN SMILES: [O:1]([C:8]1[CH:9]=[C:10]([CH:15]=[CH:16][CH2:17][C:18]([C:21]2[CH:26]=[CH:25][C:24]([O:27][CH2:28][CH3:29])=[CH:23][CH:22]=2)([CH3:20])[CH3:19])[CH:11]=[CH:12][C:13]=1[F:14])[C:2]1[CH:7]=[CH:6][CH:5]=[CH:4][CH:3]=1.[H][H]>[Pd].C(OCC)(=O)C>[O:1]([C:8]1[CH:9]=[C:10]([CH2:15][CH2:16][CH2:17][C:18]([C:21]2[CH:26]=[CH:25][C:24]([O:27][CH2:28][CH3:29])=[CH:23][CH:22]=2)([CH3:19])[CH3:20])[CH:11]=[CH:12][C:13]=1[F:14])[C:2]1[CH:7]=[CH:6][CH:5]=[CH:4][CH:3]=1. Conditions: temperature 80 celsius, time 3 hour. Procedure: A mixture of 2.0 g of 1-(3-phenoxy-4-fluorophenyl)-4-(4-ethoxyphenyl)-4-methyl-1-pentene, 0.2 g of 5% Pd-C and 40 ml of ethyl acetate was put in a 200 ml autoclave and pressed up to 10 kg/cm2G with hydrogen gas, and stirred at 80° C. for three hours. After cooling, the reaction mixture was filtered and the solvent was evaporated, and the residue was purified by column chromatography on silica gel to 1.7 g of 1-(3-phenoxy-4-fluorophenyl)-4-(4-ethoxyphenyl)-4-methylpentane. Solvent: C(C)(=O)OCC (ethyl acetate). Starting materials: O(C1=CC=CC=C1)C=1C=C(C=CC1F)C=CCC(C)(C)C1=CC=C(C=C1)OCC (1-(3-phenoxy-4-fluorophenyl)-4-(4-ethoxyphenyl)-4-methyl-1-pentene), [H][H] (hydrogen). The reactants are C12(CC3CC(CC(C1)C3)C2)C=2C=C(C=CC2OC)\C(=C/C2=CC=C(C(=O)OC)C=C2)\C (methyl 4-[(Z)-2-(3-(1-adamantyl)-4-methoxyphenyl)propenyl]benzoate), [OH-].[Na+] (sodium hydroxide). The solvent is CO (methanol). Yields the product C12(CC3CC(CC(C1)C3)C2)C=2C=C(C=CC2OC)/C(=C/C2=CC=C(C(=O)O)C=C2)/C (4-[(E)-2-(3-(1-adamantyl)-4-methoxyphenyl)propenyl]benzoic acid). RXN SMILES: [C:1]12([C:11]3[CH:12]=[C:13](/[C:19](/[CH3:31])=[CH:20]\[C:21]4[CH:30]=[CH:29][C:24]([C:25]([O:27]C)=[O:26])=[CH:23][CH:22]=4)[CH:14]=[CH:15][C:16]=3[O:17][CH3:18])[CH2:10][CH:5]3[CH2:6][CH:7]([CH2:9][CH:3]([CH2:4]3)[CH2:2]1)[CH2:8]2.[OH-].[Na+]>CO>[C:1]12([C:11]3[CH:12]=[C:13](/[C:19](/[CH3:31])=[CH:20]/[C:21]4[CH:30]=[CH:29][C:24]([C:25]([OH:27])=[O:26])=[CH:23][CH:22]=4)[CH:14]=[CH:15][C:16]=3[O:17][CH3:18])[CH2:10][CH:5]3[CH2:6][CH:7]([CH2:9][CH:3]([CH2:4]3)[CH2:2]1)[CH2:8]2 |f:1.2|. Procedure: 3 g (7.2 mol) of methyl 4-[(Z)-2-(3-(1-adamantyl)-4-methoxyphenyl)propenyl]benzoate are treated with 4 g of sodium hydroxide in 50 ml of methanol and refluxed for 2 h 30min. After evaporation, the reaction medium is treated under the conditions described in Example 1(b). After recrystallization from absolute ethanol, 2.4 g (84%) of 4-[(Z)-2-(3-(1-adamantyl)-4-methoxyphenyl)propenyl]benzoic acid are isolated, which acid melts at 267° C. The reactants are CCc1onc(-c2ccccc2)c1-c1c[nH]cn1, O=[N+]([O-])c1ccc(F)cc1. Yields the product CCc1onc(-c2ccccc2)c1-c1cn(-c2ccc([N+](=O)[O-])cc2)cn1. RXN SMILES: [CH2:1]([CH3:2])[c:3]1[c:4](-[c:14]2[n:15][cH:16][nH:17][cH:18]2)[c:5](-[c:8]2[cH:9][cH:10][cH:11][cH:12][cH:13]2)[n:6][o:7]1.[F:19][c:20]1[cH:21][cH:22][c:23]([N+:26](=[O:27])[O-:28])[cH:24][cH:25]1>>[CH2:1]([CH3:2])[c:3]1[c:4](-[c:14]2[n:15][cH:16][n:17](-[c:20]3[cH:21][cH:22][c:23]([N+:26](=[O:27])[O-:28])[cH:24][cH:25]3)[cH:18]2)[c:5](-[c:8]2[cH:9][cH:10][cH:11][cH:12][cH:13]2)[n:6][o:7]1.